The task is: describe an organic reaction: reactants, conditions, products, and yield. This data is from the Open Reaction Database (ORD), a public repository of structured organic reaction records. Starting materials: C1CCOC1, COC(=O)C1CC(=O)N(c2ccc(OCc3cccc(F)c3)cc2)C1, Cl, [Na+], [OH-]. Yields the product O=C(O)C1CC(=O)N(c2ccc(OCc3cccc(F)c3)cc2)C1. Reaction SMILES: [CH2:29]1[O:30][CH2:31][CH2:32][CH2:33]1.[CH3:1][O:2][C:3](=[O:4])[CH:5]1[CH2:6][N:7]([c:11]2[cH:12][cH:13][c:14]([O:17][CH2:18][c:19]3[cH:20][c:21]([F:25])[cH:22][cH:23][cH:24]3)[cH:15][cH:16]2)[C:8](=[O:10])[CH2:9]1.[ClH:28].[Na+:27].[OH-:26]>>[O:2]=[C:3]([OH:4])[CH:5]1[CH2:6][N:7]([c:11]2[cH:12][cH:13][c:14]([O:17][CH2:18][c:19]3[cH:20][c:21]([F:25])[cH:22][cH:23][cH:24]3)[cH:15][cH:16]2)[C:8](=[O:10])[CH2:9]1.